Dataset: the Open Reaction Database (ORD), a public repository of structured organic reaction records. Task: describe an organic reaction: reactants, conditions, products, and yield Reactants: ClC1=NC2=CC(=C(C=C2N=C1C(C)C)Cl)Cl (2,6,7-trichloro-3-isopropylquinoxaline), [SH-].[Na+] (sodium hydrosulfide). Run in CN(C)C=O (DMF). Reaction conditions: temperature 57.5 celsius, time 8 hour. Product: ClC=1C=C2N=C(C(=NC2=CC1Cl)C(C)C)SC=1C(=NC2=CC(=C(C=C2N1)Cl)Cl)C(C)C (Bis-(6,7-dichloro-2-isopropylquinoxalin-3-yl)sulfide). Yield: 20.0%. As a reaction SMILES: Cl[C:2]1[C:11]([CH:12]([CH3:14])[CH3:13])=[N:10][C:9]2[C:4](=[CH:5][C:6]([Cl:16])=[C:7]([Cl:15])[CH:8]=2)[N:3]=1.[SH-:17].[Na+]>CN(C=O)C>[Cl:16][C:6]1[CH:5]=[C:4]2[C:9](=[CH:8][C:7]=1[Cl:15])[N:10]=[C:11]([CH:12]([CH3:14])[CH3:13])[C:2]([S:17][C:2]1[C:11]([CH:12]([CH3:14])[CH3:13])=[N:10][C:9]3[C:4]([N:3]=1)=[CH:5][C:6]([Cl:16])=[C:7]([Cl:15])[CH:8]=3)=[N:3]2 |f:1.2|. Procedure details: To a solution of 2,6,7-trichloro-3-isopropylquinoxaline (105 mg, 0.38 mmol) in DMF (3 ml) was added sodium hydrosulfide (21 mg, 0.23 mmol). The reaction mixture was stirred at 55-60° C. in an oil bath overnight. The product was purified by a plug filtration through silica gel using ethyl acetate:hexanes 1:20 followed by preparative thin layer chromatography using ethyl acetate:hexanes 1:60. Extraction of the product band using chloroform afforded the title compound as a white solid in 20% yield. Reaction SMILES: [H-].[Na+].[CH2:3]([O:10][C:11]1[CH:16]=[CH:15][C:14]([C:17]2[NH:26][C:20]3[N:21]=[CH:22][N:23]=[C:24]([Cl:25])[C:19]=3[CH:18]=2)=[CH:13][CH:12]=1)[C:4]1[CH:9]=[CH:8][CH:7]=[CH:6][CH:5]=1.Cl[CH2:28][O:29][CH2:30][CH2:31][Si:32]([CH3:35])([CH3:34])[CH3:33].O>CN(C)C=O.C(O)(=O)C>[CH2:3]([O:10][C:11]1[CH:12]=[CH:13][C:14]([C:17]2[N:26]([CH2:28][O:29][CH2:30][CH2:31][Si:32]([CH3:35])([CH3:34])[CH3:33])[C:20]3[N:21]=[CH:22][N:23]=[C:24]([Cl:25])[C:19]=3[CH:18]=2)=[CH:15][CH:16]=1)[C:4]1[CH:5]=[CH:6][CH:7]=[CH:8][CH:9]=1 |f:0.1|. Procedure: After adding 0.381 g (1.3 equivalents) of sodium hydride (60% dispersion, Aldrich) to a solution of 2.46 g of the 6-(4-benzyloxyphenyl)-4-chloro-7H-pyrrolo[2,3-d]pyrimidine synthesized in Production Example 153-3 in dimethylformamide (30 ml), the mixture was stirred at room temperature for 40 minutes, 1.68 ml (1.3 equivalents) of 2-(chloromethoxy)ethyltrimethylsilane was added, the mixture was stirred at room temperature overnight, and then 20 ml of water and 1 ml of acetic acid were added and l... Reactants: O (water), [H-].[Na+] (sodium hydride), C(C1=CC=CC=C1)OC1=CC=C(C=C1)C1=CC2=C(N=CN=C2Cl)N1 (6-(4-benzyloxyphenyl)-4-chloro-7H-pyrrolo[2,3-d]pyrimidine), ClCOCC[Si](C)(C)C (2-(chloromethoxy)ethyltrimethylsilane). The product is C(C1=CC=CC=C1)OC1=CC=C(C=C1)C1=CC2=C(N=CN=C2Cl)N1COCC[Si](C)(C)C (6-(4-Benzyloxyphenyl)-4-chloro-7-(2-trimethylsilanylethoxy-methyl)-7H-pyrrolo[2,3-d]pyrimidine). Solvent: C(C)(=O)O (acetic acid), CN(C=O)C (dimethylformamide). Run at time 40 minute. Starting materials: O(C1=CC=CC=C1)CCCCBr (4-phenoxybutyl bromide), C(C)(C)(C)[Li] (t-butyllithium), CCOCC (ether), [Cl-].[NH4+] (ammonium chloride), 3-chloro-4-t-butyldimethylsilylolxy-2-cyclopentenone, O(C1=CC=CC=C1)CCCC[Li] (4-phenoxybutyllithium), CCOCC (ether). Reaction conditions: time 1.5 hour. The product is ClC=1C(CC(C1)(O)CCCCOC1=CC=CC=C1)O (2-chloro-4-(4-phenoxybutyl)cyclopent-2-ene-1,4-diol). The yield is 84.0%. RXN SMILES: [O:1]([CH2:8][CH2:9][CH2:10][CH2:11][Li])[C:2]1[CH:7]=[CH:6][CH:5]=[CH:4][CH:3]=1.[O:13](CCCCBr)[C:14]1C=CC=[CH:16][CH:15]=1.C([Li])(C)(C)C.[Cl-:30].[NH4+].CC[O:34][CH2:35][CH3:36]>>[Cl:30][C:16]1[CH:35]([OH:34])[CH2:36][C:14]([CH2:11][CH2:10][CH2:9][CH2:8][O:1][C:2]2[CH:7]=[CH:6][CH:5]=[CH:4][CH:3]=2)([OH:13])[CH:15]=1 |f:3.4|. Procedure details: A solution of 246 mg (1 mmole) of 3-chloro-4-t-butyldimethylsilylolxy-2-cyclopentenone in 5 ml of ether was added at -78° C. to a solution of 4-phenoxybutyllithium prepared from 1 equivalent of 4-phenoxybutyl bromide and 2 equivalents of t-butyllithium at -78° C. in 10 ml of ether. The mixture was stirred for 1.5 hours, and an aqueous solution of ammonium chloride was added. The reaction mixture was extracted with ether, dried over anhydrous magnesium sulfate, and concentrated. The resulting oil...